From a dataset of the Open Reaction Database (ORD), a public repository of structured organic reaction records. describe an organic reaction: reactants, conditions, products, and yield The reactants are Cl[SiH](Cl)C([SiH](Cl)Cl)[Si](Cl)(Cl)Cl, C(#Cc1ccccc1)c1ccccc1, c1ccccc1. Yields the product Cl[Si](Cl)(Cl)C1[Si](Cl)(Cl)C(c2ccccc2)C(c2ccccc2)[Si]1(Cl)Cl. Reaction SMILES: [Cl:15][SiH:16]([Cl:17])[CH:18]([Si:19]([Cl:20])([Cl:21])[Cl:22])[SiH:23]([Cl:24])[Cl:25].[c:1]1([C:7]#[C:8][c:9]2[cH:10][cH:11][cH:12][cH:13][cH:14]2)[cH:2][cH:3][cH:4][cH:5][cH:6]1.[cH:26]1[cH:27][cH:28][cH:29][cH:30][cH:31]1>>[c:1]1([CH:7]2[CH:8]([c:9]3[cH:10][cH:11][cH:12][cH:13][cH:14]3)[Si:23]([Cl:24])([Cl:25])[CH:18]([Si:19]([Cl:20])([Cl:21])[Cl:22])[Si:16]2([Cl:15])[Cl:17])[cH:2][cH:3][cH:4][cH:5][cH:6]1. The reactants are ice water, OC1=CC=C(C=C1)CCC(CCC1=CC=C(C=C1)O)=O (1,5-bis(4-hydroxyphenyl)-3-pentanone), C([O-])([O-])=O.[K+].[K+] (potassium carbonate), ClCC1=NC2=CC=CC=C2C=C1 (chloromethylquinoline). Run in CN(C)C=O (DMF). The product is N1=C(C=CC2=CC=CC=C12)COC1=CC=C(C=C1)CCC(CCC1=CC=C(C=C1)OCC1=NC2=CC=CC=C2C=C1)=O (1,5-bis(4-(2-quinolylmethoxy)phenyl)-3-pentanone). Yield: 113.1%. Reaction SMILES: [OH:1][C:2]1[CH:7]=[CH:6][C:5]([CH2:8][CH2:9][C:10](=[O:20])[CH2:11][CH2:12][C:13]2[CH:18]=[CH:17][C:16]([OH:19])=[CH:15][CH:14]=2)=[CH:4][CH:3]=1.C(=O)([O-])[O-].[K+].[K+].Cl[CH2:28][C:29]1[CH:38]=[CH:37][C:36]2[C:31](=[CH:32][CH:33]=[CH:34][CH:35]=2)[N:30]=1>CN(C=O)C>[N:30]1[C:31]2[C:36](=[CH:35][CH:34]=[CH:33][CH:32]=2)[CH:37]=[CH:38][C:29]=1[CH2:28][O:1][C:2]1[CH:7]=[CH:6][C:5]([CH2:8][CH2:9][C:10](=[O:20])[CH2:11][CH2:12][C:13]2[CH:14]=[CH:15][C:16]([O:19][CH2:28][C:29]3[CH:38]=[CH:37][C:36]4[C:31](=[CH:32][CH:33]=[CH:34][CH:35]=4)[N:30]=3)=[CH:17][CH:18]=2)=[CH:4][CH:3]=1 |f:1.2.3|. Procedure details: A solution of 1,5-bis(4-hydroxyphenyl)-3-pentanone (2.0 g, 8 mmol), prepared as in step 2, and potassium carbonate (2.76 g, 20 mmol) in DMF (40 mL) was treated with chloromethylquinoline (3.55 g, 20 mmol) at room temperature for 36 hours. The mixture was then poured into ice water (200 mL), and the precipitated solid was filtered, washed with water and dried in vacuo to afford crude 1,5-bis(4-(2-quinolylmethoxy)phenyl)-3-pentanone (5 g) which was used without further purification. Reactants: CC(C)(C)C1CCC(NC2CCCCC2)CC1, CCOC(=O)CSc1cnc(N)s1, CCC1CCC(N(C(=O)Nc2ncc(SCC(=O)O)s2)C2CCCC2)CC1. The product is CC(C)(C)C1CCC(N(C(=O)Nc2ncc(SCC(=O)O)s2)C2CCCCC2)CC1. RXN SMILES: [C:28]([CH3:29])([CH3:30])([CH3:31])[CH:32]1[CH2:33][CH2:34][CH:35]([NH:38][CH:39]2[CH2:40][CH2:41][CH2:42][CH2:43][CH2:44]2)[CH2:36][CH2:37]1.[CH2:45]([O:46][C:47](=[O:48])[CH2:49][S:50][c:51]1[s:52][c:53]([NH2:54])[n:55][cH:56]1)[CH3:57].[CH:1]1([N:2]([CH:3]2[CH2:4][CH2:5][CH:6]([CH2:20][CH3:21])[CH2:22][CH2:23]2)[C:7]([NH:8][c:9]2[s:10][c:11]([S:14][CH2:15][C:16](=[O:17])[OH:18])[cH:12][n:13]2)=[O:19])[CH2:24][CH2:25][CH2:26][CH2:27]1>>[C:7]([NH:8][c:9]1[s:10][c:11]([S:14][CH2:15][C:16](=[O:17])[OH:18])[cH:12][n:13]1)(=[O:19])[N:38]([CH:35]1[CH2:34][CH2:33][CH:32]([C:28]([CH3:29])([CH3:30])[CH3:31])[CH2:37][CH2:36]1)[CH:39]1[CH2:40][CH2:41][CH2:42][CH2:43][CH2:44]1. Reactants: [H-].[Na+] (sodium hydride), O=C1NC2(C(N1C1=CC(=C(C#N)C=C1)C(F)(F)F)=O)CCOCC2 (4-(2,4-dioxo-8-oxa-1,3-diazaspiro[4.5]decan-3-yl)-2-(trifluoromethyl)-benzonitrile). Solvent: CS(=O)C (dimethyl-sulfoxide). Run at temperature 50 celsius. The product is O=C1N(C2(C(N1C1=CC(=C(C#N)C=C1)C(F)(F)F)=O)CCOCC2)CCCO (4-(2,4-dioxo-1-(3-hydroxypropyl)-8-oxa-1,3-diazaspiro[4.5]decan-3-yl)-2-(trifluoromethyl)-benzonitrile). The yield is 147.7%. Reaction SMILES: [H-].[Na+].[O:3]=[C:4]1[N:8]([C:9]2[CH:16]=[CH:15][C:12]([C:13]#[N:14])=[C:11]([C:17]([F:20])([F:19])[F:18])[CH:10]=2)[C:7](=[O:21])[C:6]2([CH2:26][CH2:25][O:24][CH2:23][CH2:22]2)[NH:5]1>CS(C)=O>[O:3]=[C:4]1[N:8]([C:9]2[CH:16]=[CH:15][C:12]([C:13]#[N:14])=[C:11]([C:17]([F:20])([F:18])[F:19])[CH:10]=2)[C:7](=[O:21])[C:6]2([CH2:26][CH2:25][O:24][CH2:23][CH2:22]2)[N:5]1[CH2:22][CH2:6][CH2:7][OH:21] |f:0.1|. Procedure: Using the procedure of Example 4, 109 mg of 50% sodium hydride, 510 mg of the product of Example 2 and 4 ml of dimethyl-sulfoxide were reacted and rinsing was carried out with 0.5 ml of dimethylsulfoxide. Then, 20 minutes after the release of hydrogen had stopped, 1.004 g of 3-bromopropoxydiphenyl-tert-butyl-silane were added and the solution was heated to about 50° C. Proceeding as in Example 4, the solution was taken up in 30 ml of methanol, 10 ml of 2N hydrochloric acid, 10 ml of chloroform a...